This data is from the Open Reaction Database (ORD), a public repository of structured organic reaction records. The task is: describe an organic reaction: reactants, conditions, products, and yield Starting materials: BrC=1C(=NC(=NC1)SC)CS(=O)(=O)C (5-Bromo-2-(methylsulfanyl)-4-[(methylsulfonyl)methyl]pyrimidine), [NH4+].[Cl-] (NH4Cl), FC(C=1C=C(C=C(C1)C(F)(F)F)[C@@H]1[C@@H](NC(O1)=O)C)(F)F ((4S,5R)-5-[3,5-bis(trifluoromethyl)phenyl]-4-methyl-1,3-oxazolidin-2-one), [H-].[Na+] (NaH). RXN SMILES: [F:1][C:2]([F:21])([F:20])[C:3]1[CH:4]=[C:5]([C@H:13]2[O:17][C:16](=[O:18])[NH:15][C@H:14]2[CH3:19])[CH:6]=[C:7]([C:9]([F:12])([F:11])[F:10])[CH:8]=1.[H-].[Na+].[Br:24][C:25]1[C:26]([CH2:33]S(C)(=O)=O)=[N:27][C:28]([S:31][CH3:32])=[N:29][CH:30]=1.[NH4+].[Cl-]>C1COCC1>[F:21][C:2]([F:1])([F:20])[C:3]1[CH:4]=[C:5]([C@H:13]2[O:17][C:16](=[O:18])[N:15]([CH2:33][C:26]3[C:25]([Br:24])=[CH:30][N:29]=[C:28]([S:31][CH3:32])[N:27]=3)[C@H:14]2[CH3:19])[CH:6]=[C:7]([C:9]([F:10])([F:11])[F:12])[CH:8]=1 |f:1.2,4.5|. Procedure details: A solution of (4S,5R)-5-[3,5-bis(trifluoromethyl)phenyl]-4-methyl-1,3-oxazolidin-2-one (12.00 g, 38.3 mmol) in THF (200 mL) was cooled to 0° C. NaH (0.919 g, 38.3 mmol) was added. The mixture was stirred at 0° C. for 30 min. The title compound from Step A (10.0 g, 31.9 mmol) in THF (30 mL) was added. The mixture was stirred at 0° C. and then room temperature for 4 h. Saturated NH4Cl (10 mL) was added. The mixture was extracted with ethyl acetate (3×100 mL). The combined organic fractions were wa... Run in C1CCOC1 (THF), C1CCOC1 (THF). Run at temperature 0 celsius, time 30 minute. Yields the product FC(C=1C=C(C=C(C1)C(F)(F)F)[C@@H]1[C@@H](N(C(O1)=O)CC1=NC(=NC=C1Br)SC)C)(F)F ((4S,5R)-5-[3,5-bis(trifluoromethyl)phenyl]-3-{[5-bromo-2-(methylsulfanyl)pyrimidin-4-yl]methyl}-4-methyl-1,3-oxazolidin-2-one). Reactants: BrC1=C[N+](=CC2=CC(=CC=C12)Cl)[O-] (4-bromo-7-chloroisoquinoline 2-oxide), P(=O)(Cl)(Cl)Cl (phosphorus oxychloride). Run in C(Cl)(Cl)Cl (CHCl3), C(C)(=O)OCC (ethyl acetate). Run at temperature 66 celsius, time 3 hour. Product: BrC1=CN=C(C2=CC(=CC=C12)Cl)Cl (4-bromo-1,7-dichloroisoquinoline). Reaction SMILES: [Br:1][C:2]1[C:11]2[C:6](=[CH:7][C:8]([Cl:12])=[CH:9][CH:10]=2)[CH:5]=[N+:4]([O-])[CH:3]=1.P(Cl)(Cl)([Cl:16])=O>C(Cl)(Cl)Cl.C(OCC)(=O)C>[Br:1][C:2]1[C:11]2[C:6](=[CH:7][C:8]([Cl:12])=[CH:9][CH:10]=2)[C:5]([Cl:16])=[N:4][CH:3]=1. Reported procedure: 4-bromo-7-chloroisoquinoline 2-oxide (3-7) (1.2 g, 4.64 mmol, 1.0 equiv.) was dissolved in anhydrous CHCl3 (20 mL) and treated dropwise with phosphorus oxychloride (0.649 mL, 6.96 mmol, 1.5 equiv.). The reaction mixture was refluxed at 66° C. LCMS after 3 hours showed only product. The reaction mixture was diluted with ethyl acetate, washed with saturated NaHCO3, and the organic layer was dried over Na2SO4, filtered and concentrated. The residue was triturated with hexane, and filtered to afford... Product: CC1=C(OCC2=C(C=CC=C2)C(C(=O)N)=NO)C=C(C=C1)C (2-[2-(2,5-dimethylphenoxymethyl)phenyl]-2-hydroxyiminoacetamide). The solvent is O (water). Reaction SMILES: [OH-].[K+].C([OH:7])(C)(C)C.[CH3:8][C:9]1[CH:27]=[CH:26][C:25]([CH3:28])=[CH:24][C:10]=1[O:11][CH2:12][C:13]1[CH:23]=[CH:22][CH:21]=[CH:20][C:14]=1[C:15]([C:18]#[N:19])=[N:16][OH:17].Cl>O>[CH3:8][C:9]1[CH:27]=[CH:26][C:25]([CH3:28])=[CH:24][C:10]=1[O:11][CH2:12][C:13]1[CH:23]=[CH:22][CH:21]=[CH:20][C:14]=1[C:15](=[N:16][OH:17])[C:18]([NH2:19])=[O:7] |f:0.1|. The reactants are [OH-].[K+] (Potassium hydroxide), C(C)(C)(C)O (tert-butyl alcohol), CC1=C(OCC2=C(C(=NO)C#N)C=CC=C2)C=C(C=C1)C (2-(2,5-dimethylphenoxymethyl)-α-hydroxyiminobenzyl cyanide), Cl (hydrochloric acid). Reported procedure: 85% Potassium hydroxide (6.12 g, 92.8 mmol) and tert-butyl alcohol (15 ml) were added to 2-(2,5-dimethylphenoxymethyl)-α-hydroxyiminobenzyl cyanide (E/Z=15/85)(1.30 g, 4.64 mmol). The mixture was heated under reflux for 5 hours. After completion of the reaction, the reaction mixture was neutralized with 6N hydrochloric acid, and water (100 ml) was added. The resulting mixture was extracted with ether (100 ml), dried over anhydrous magnesium sulfate and concentrated under reduced pressure. The re... Isolated yield 60.0%.